This data is from the Open Reaction Database (ORD), a public repository of structured organic reaction records. The task is: describe an organic reaction: reactants, conditions, products, and yield Reactants: S1C(=NC2=C1C=CC=C2)COC2=NC=C(C=N2)C(=O)NC2=C(C=CC(=C2)C(=O)NC2CC2)C (2-(1,3-benzothiazol-2-ylmethoxy)-N-{5-[(cyclopropylamino)carbonyl]-2-methylphenyl}pyrimidine-5-carboxamide), Br (hydrobromic acid). Product: Br.S1C(=NC2=C1C=CC=C2)COC2=NC=C(C=N2)C(=O)NC2=C(C=CC(=C2)C(=O)NC2CC2)C (2-(1,3-benzothiazol-2-ylmethoxy)-N-{5-[(cyclopropylamino)carbonyl]-2-methylphenyl}pyrimidine-5-carboxamide hydrobromide). Reaction SMILES: [S:1]1[C:5]2[CH:6]=[CH:7][CH:8]=[CH:9][C:4]=2[N:3]=[C:2]1[CH2:10][O:11][C:12]1[N:17]=[CH:16][C:15]([C:18]([NH:20][C:21]2[CH:26]=[C:25]([C:27]([NH:29][CH:30]3[CH2:32][CH2:31]3)=[O:28])[CH:24]=[CH:23][C:22]=2[CH3:33])=[O:19])=[CH:14][N:13]=1.[BrH:34]>>[BrH:34].[S:1]1[C:5]2[CH:6]=[CH:7][CH:8]=[CH:9][C:4]=2[N:3]=[C:2]1[CH2:10][O:11][C:12]1[N:13]=[CH:14][C:15]([C:18]([NH:20][C:21]2[CH:26]=[C:25]([C:27]([NH:29][CH:30]3[CH2:32][CH2:31]3)=[O:28])[CH:24]=[CH:23][C:22]=2[CH3:33])=[O:19])=[CH:16][N:17]=1 |f:2.3|. Procedure details: Using an analogous procedure to that described in Example 36, 2-(1,3-benzothiazol-2-ylmethoxy)-N-{5-[(cyclopropylamino)carbonyl]-2-methylphenyl}pyrimidine-5-carboxamide was reacted with hydrobromic acid to give the title compound; NMR Spectrum: (DMSOd6) 0.57 (m, 2H), 0.69 (m, 2H), 2.28 (s, 3H), 2.85 (m, 1H), 5.10 (s, 2H), 7.34, (d, 1H) 7.49 (m, 1H), 7.55 (m, 1H), 7.66 (m, 1H), 7.76 (s, 1H), 7.99 (d, 1H), 8.10 (d, 1H), 8.38 (s, 1H), 9.11 (s, 2H), 9.19, (s, 1H), 10.09 (s, 1H); Mass Spectrum: M−H− ... The solvent is O1CCCC1 (tetrahydrofuran), CCOCC (ether). Product: C(C)(C)C1=C2C=CN(C2=CC=C1F)C[C@@H](C)O ((R)-1-(4-isopropyl-5-fluoro-indol-1-yl)-propan-2-ol). The yield is 81.0%. RXN SMILES: [H-].[Na+].[CH:3]([C:6]1[C:14]([F:15])=[CH:13][CH:12]=[C:11]2[C:7]=1[CH:8]=[CH:9][NH:10]2)([CH3:5])[CH3:4].[CH3:16][C@@H:17]1[CH2:19][O:18]1.O>O1CCCC1.CCOCC>[CH:3]([C:6]1[C:14]([F:15])=[CH:13][CH:12]=[C:11]2[C:7]=1[CH:8]=[CH:9][N:10]2[CH2:16][C@H:17]([OH:18])[CH3:19])([CH3:5])[CH3:4] |f:0.1|. The reactants are C(C)(C)C1=C2C=CNC2=CC=C1F (4-isopropyl-5-fluoroindole), O (water), [H-].[Na+] (sodium hydride), C[C@H]1OC1 ((R)-methyloxirane). Procedure details: A suspension of 0.16 g of sodium hydride dispersion in 22 ml of tetrahydrofuran was treated with 0.38 g of 4-isopropyl-5-fluoroindole at 0° and stirred at this temperature for I hour. After the addition of 0.6 ml of (R)-methyloxirane the reaction mixture was stirred at room temperature for 120 hours and subsequently treated with water. The mixture was diluted with ether, washed with water and saturated sodium chloride solution and the organic phase was dried over sodium sulfate. After removal of... The reactants are O=Cc1cc(Br)co1, CC(=O)O[BH-](OC(C)=O)OC(C)=O, C1COCCN1, CCOC(C)=O, ClCCl, [Na+]. The product is Brc1coc(CN2CCOCC2)c1. RXN SMILES: [Br:1][c:2]1[cH:3][c:4]([CH:7]=[O:8])[o:5][cH:6]1.[C:15]([O:16][BH-:17]([O:18][C:19](=[O:20])[CH3:21])[O:22][C:23](=[O:24])[CH3:25])(=[O:26])[CH3:27].[CH2:9]1[CH2:10][O:11][CH2:12][CH2:13][NH:14]1.[CH3:32][CH2:33][O:34][C:35]([CH3:36])=[O:37].[Cl:29][CH2:30][Cl:31].[Na+:28]>>[Br:1][c:2]1[cH:3][c:4]([CH2:7][N:14]2[CH2:9][CH2:10][O:11][CH2:12][CH2:13]2)[o:5][cH:6]1. The reactants are FC1=C(C=C(C=C1)C(F)(F)F)C1=NN(C(=C1)C1=CC2=CC=C(C=C2C=C1)OC)[C@@H](C)C1=CC=C(C(=O)OCC)C=C1 (Ethyl 4-{(1S)-1-[3-[2-fluoro-5-(trifluoromethyl)phenyl]-5-(6-methoxy-2-naphthyl)-1H-pyrazol-1-yl]ethyl}benzoate), [OH-].[Na+] (NaOH). Run in CO.O1CCOCC1 (MeOH dioxane), O (water). Run at time 8 hour. Product: FC1=C(C=C(C=C1)C(F)(F)F)C1=NN(C(=C1)C1=CC2=CC=C(C=C2C=C1)OC)[C@@H](C)C1=CC=C(C(=O)O)C=C1 (4-{(1S)-1-[3-[2-fluoro-5-(trifluoromethyl)phenyl]-5-(6-methoxy-2-naphthyl)-1H-pyrazol-1-yl]ethyl}benzoic acid). Reaction SMILES: [F:1][C:2]1[CH:7]=[CH:6][C:5]([C:8]([F:11])([F:10])[F:9])=[CH:4][C:3]=1[C:12]1[CH:16]=[C:15]([C:17]2[CH:26]=[CH:25][C:24]3[C:19](=[CH:20][CH:21]=[C:22]([O:27][CH3:28])[CH:23]=3)[CH:18]=2)[N:14]([C@H:29]([C:31]2[CH:41]=[CH:40][C:34]([C:35]([O:37]CC)=[O:36])=[CH:33][CH:32]=2)[CH3:30])[N:13]=1.[OH-].[Na+]>CO.O1CCOCC1.O>[F:1][C:2]1[CH:7]=[CH:6][C:5]([C:8]([F:11])([F:10])[F:9])=[CH:4][C:3]=1[C:12]1[CH:16]=[C:15]([C:17]2[CH:26]=[CH:25][C:24]3[C:19](=[CH:20][CH:21]=[C:22]([O:27][CH3:28])[CH:23]=3)[CH:18]=2)[N:14]([C@H:29]([C:31]2[CH:32]=[CH:33][C:34]([C:35]([OH:37])=[O:36])=[CH:40][CH:41]=2)[CH3:30])[N:13]=1 |f:1.2,3.4|. Reported procedure: Ethyl 4-{(1S)-1-[3-[2-fluoro-5-(trifluoromethyl)phenyl]-5-(6-methoxy-2-naphthyl)-1H-pyrazol-1-yl]ethyl}benzoate (2.87 g, 5.11 mmol) was dissolved in MeOH-dioxane (1:2, 60 ml) and treated with NaOH (2.5 g, excess) in water (20 ml). The mixture slowly cleared with stirring, and was left overnight. The reaction mixture was first concentrated to 30 ml, acidified with 2N HCl and extracted with ethyl acetate. The organic layer was washed with brine 2× and dried over Na2SO4. Evaporation of solvent and ...